This data is from the Open Reaction Database (ORD), a public repository of structured organic reaction records. The task is: describe an organic reaction: reactants, conditions, products, and yield Yield: 95.4%. RXN SMILES: C[O:2][C:3]([C@@H:5]1[CH2:13][C:12]2[C:7](=[CH:8][CH:9]=[CH:10][CH:11]=2)[N:6]1[C:14](=[O:27])[CH2:15][O:16][C:17]1[C:26]2[C:21](=[CH:22][CH:23]=[CH:24][CH:25]=2)[CH:20]=[CH:19][CH:18]=1)=[O:4].[Li+].[OH-]>O1CCCC1>[C:17]1([O:16][CH2:15][C:14]([N:6]2[C:7]3[C:12](=[CH:11][CH:10]=[CH:9][CH:8]=3)[CH2:13][C@H:5]2[C:3]([OH:4])=[O:2])=[O:27])[C:26]2[C:21](=[CH:22][CH:23]=[CH:24][CH:25]=2)[CH:20]=[CH:19][CH:18]=1 |f:1.2|. Procedure details: To a solution of (2S)-N-[(1-naphthoxy)acetyl]indoline-2-carboxylic acid methyl ester (1.0 g, 2.77 mmol) in tetrahydrofuran (3.3 mL) at 0° C. was added 1.0 N LiOH solution (3.3 mL, 3.3 mmol). After stirring at 0° C. for 2 hours the mixture was concentrated, diluted with water, acidified to pH 3, and extracted with EtOAc. The EtOAc extract was washed with saturated NaCl, dried (Na2SO4), and evaporated to give the title compound (0.918 g, 96%) as an off-white solid. 1H NMR (CD3OD): δ8.36-8.33 (m, 1... Reactants: COC(=O)[C@H]1N(C2=CC=CC=C2C1)C(COC1=CC=CC2=CC=CC=C12)=O ((2S)-N-[(1-naphthoxy)acetyl]indoline-2-carboxylic acid methyl ester), [Li+].[OH-] (LiOH). The solvent is O1CCCC1 (tetrahydrofuran). Yields the product C1(=CC=CC2=CC=CC=C12)OCC(=O)N1[C@@H](CC2=CC=CC=C12)C(=O)O ((2S)-N-[(1-Naphthyloxy)Acetyl]Indoline-2-Carboxylic Acid). Reaction conditions: temperature 0 celsius, time 2 hour. The reactants are Cc1nc2cc3c(c(Br)c2o1)CCN(C(=O)OC(C)(C)C)CC3, ClCCl. Product: Cc1nc2cc3c(c(Br)c2o1)CCNCC3. Reaction SMILES: [Br:1][c:2]1[c:3]2[c:4]([cH:5][c:6]3[c:12]1[CH2:11][CH2:10][N:9]([C:13]([O:14][C:15]([CH3:16])([CH3:17])[CH3:18])=[O:19])[CH2:8][CH2:7]3)[n:20][c:21]([CH3:23])[o:22]2.[Cl:24][CH2:25][Cl:26]>>[Br:1][c:2]1[c:3]2[c:4]([cH:5][c:6]3[c:12]1[CH2:11][CH2:10][NH:9][CH2:8][CH2:7]3)[n:20][c:21]([CH3:23])[o:22]2. As a reaction SMILES: [NH2:1][CH2:2][CH2:3][CH2:4][O:5][C:6]1[CH:35]=[CH:34][C:9]([C:10]([N:12]2[C:21]3[C:16](=[CH:17][CH:18]=[CH:19][CH:20]=3)[C@H:15]([N:22]([C:26]3[CH:31]=[CH:30][C:29]([Cl:32])=[CH:28][CH:27]=3)[C:23](=[O:25])[CH3:24])[CH2:14][C@@H:13]2[CH3:33])=[O:11])=[CH:8][CH:7]=1.Cl[C:37]([O:39][CH3:40])=[O:38]>C(Cl)Cl>[CH3:40][O:39][C:37](=[O:38])[NH:1][CH2:2][CH2:3][CH2:4][O:5][C:6]1[CH:7]=[CH:8][C:9]([C:10]([N:12]2[C:21]3[C:16](=[CH:17][CH:18]=[CH:19][CH:20]=3)[C@H:15]([N:22]([C:23](=[O:25])[CH3:24])[C:26]3[CH:31]=[CH:30][C:29]([Cl:32])=[CH:28][CH:27]=3)[CH2:14][C@@H:13]2[CH3:33])=[O:11])=[CH:34][CH:35]=1. Product: COC(NCCCOC1=CC=C(C=C1)C(=O)N1[C@H](C[C@H](C2=CC=CC=C12)N(C1=CC=C(C=C1)Cl)C(C)=O)C)=O ((2S,4R)-[3-(4-{4-[Acetyl-(4-chloro-phenyl)-amino]-2-methyl-3,4-dihydro-2H-quinoline-1-carbonyl}-phenoxy)-propyl]-carbamic acid methyl ester). Run at time 18 hour. The solvent is C(Cl)Cl (DCM). Procedure details: (2S,4R)-N-{1-[4-(3-Amino-propoxy)-benzoyl]-2-methyl-1,2,3,4-tetrahydro-quinolin-4-yl}-N-(4-chloro-phenyl)-acetamide (150 mg, 0.30 mmol) was dissolved in DCM (1 mL). To this solution was added TEA (36.4 mg, 0.36 mmol) followed by methyl chloroformate (34 mg, 0.36 mmol). The reaction mixture was stirred at room temperature for 18 hours. The mixture was concentrated under reduced pressure and dissolved in DCM (15 mL). The reaction mixture was washed with sat. aq. NaHCO3 (15 mL), water (15 mL) and b... The reactants are TEA, NCCCOC1=CC=C(C(=O)N2[C@H](C[C@H](C3=CC=CC=C23)N(C(C)=O)C2=CC=C(C=C2)Cl)C)C=C1 ((2S,4R)-N-{1-[4-(3-Amino-propoxy)-benzoyl]-2-methyl-1,2,3,4-tetrahydro-quinolin-4-yl}-N-(4-chloro-phenyl)-acetamide), ClC(=O)OC (methyl chloroformate). The yield is 43.0%. As a reaction SMILES: [CH3:1][O:2][C:3]([c:4]1[cH:5][cH:6][c:7]([CH2:10][N:11]([c:12]2[cH:13][cH:14][cH:15][cH:16][cH:17]2)[CH:18]2[CH2:19][CH2:20][N:21]([C:24]3([CH3:40])[CH2:25][CH2:26][N:27]([C:30]([c:31]4[c:32]([CH3:38])[cH:33][cH:34][cH:35][c:36]4[CH3:37])=[O:39])[CH2:28][CH2:29]3)[CH2:22][CH2:23]2)[cH:8][cH:9]1)=[O:41].[CH3:51][OH:52].[ClH:44].[Li+:43].[Na+:49].[O-:45][C:46]([OH:47])=[O:48].[OH-:42].[OH2:50]>>[O:2]=[C:3]([c:4]1[cH:5][cH:6][c:7]([CH2:10][N:11]([c:12]2[cH:13][cH:14][cH:15][cH:16][cH:17]2)[CH:18]2[CH2:19][CH2:20][N:21]([C:24]3([CH3:40])[CH2:25][CH2:26][N:27]([C:30]([c:31]4[c:32]([CH3:38])[cH:33][cH:34][cH:35][c:36]4[CH3:37])=[O:39])[CH2:28][CH2:29]3)[CH2:22][CH2:23]2)[cH:8][cH:9]1)[OH:41]. Reactants: COC(=O)c1ccc(CN(c2ccccc2)C2CCN(C3(C)CCN(C(=O)c4c(C)cccc4C)CC3)CC2)cc1, CO, Cl, [Li+], [Na+], O=C([O-])O, [OH-], O. Yields the product Cc1cccc(C)c1C(=O)N1CCC(C)(N2CCC(N(Cc3ccc(C(=O)O)cc3)c3ccccc3)CC2)CC1. RXN SMILES: [CH3:1][O:2][C:3]([C:4](=[CH:5][c:6]1[c:7]([F:13])[cH:8][cH:9][cH:10][c:11]1[F:12])[NH:14][C:15](=[O:16])[O:17][CH2:18][c:19]1[cH:20][cH:21][cH:22][cH:23][cH:24]1)=[O:25].[CH3:26][CH2:27][OH:28]>>[CH3:1][O:2][C:3]([CH:4]([CH2:5][c:6]1[c:7]([F:13])[cH:8][cH:9][cH:10][c:11]1[F:12])[NH:14][C:15](=[O:16])[O:17][CH2:18][c:19]1[cH:20][cH:21][cH:22][cH:23][cH:24]1)=[O:25]. The reactants are COC(=O)C(=Cc1c(F)cccc1F)NC(=O)OCc1ccccc1, CCO. Product: COC(=O)C(Cc1c(F)cccc1F)NC(=O)OCc1ccccc1.